This data is from the Open Reaction Database (ORD), a public repository of structured organic reaction records. The task is: describe an organic reaction: reactants, conditions, products, and yield Starting materials: water ice, [N+]1(=CC=CC2=CC=CC(=C12)O)[O-] (Quinolin-8-ol 1-oxide), C(C)(=O)OC(C)=O (acetic anhydride), N (NH3). Product: C(C)(=O)OC=1C=CC=C2C=CC(NC12)=O (2-oxo-1,2-dihydroquinolin-8-yl acetate). As a reaction SMILES: [N+]1([O-])C2[C:5](=[CH:6][CH:7]=[CH:8][C:9]=2[OH:11])[CH:4]=[CH:3]C=1.[NH3:13].[C:14]([O:17][C:18](=[O:20])[CH3:19])(=O)[CH3:15]>>[C:18]([O:17][C:14]1[CH:3]=[CH:4][CH:5]=[C:6]2[C:15]=1[NH:13][C:9](=[O:11])[CH:8]=[CH:7]2)(=[O:20])[CH3:19]. Procedure: Quinolin-8-ol 1-oxide (20 g, 124 mmol) in acetic anhydride (200 ml) was stirred at 90° C. for 5 hours. Then the reaction mixture was poured into water/ice mixture (1.5 L), and made neutral by addition of conc. aq. NH3. The precipitate formed was collected by filtration and washed with water. The crude product was purified by suspending in propan-2-ol and addition of petroleum ether to give 2-oxo-1,2-dihydroquinolin-8-yl acetate. 2-Oxo-1,2-dihydroquinolin-8-yl acetate was heated in conc. aq. HCl ... Starting materials: ClCCl, CC(C)(C)N, CC#N, COC(=O)CCC(C(N)=O)N1Cc2c(OCc3ccc(CBr)cc3)cccc2C1=O, O. Product: COC(=O)CCC(C(N)=O)N1Cc2c(OCc3ccc(CNC(C)(C)C)cc3)cccc2C1=O. Reaction SMILES: [CH2:40]([Cl:41])[Cl:42].[CH3:31][C:32]([CH3:33])([CH3:34])[NH2:35].[CH3:36][C:37]#[N:38].[NH2:1][C:2]([CH:3]([CH2:4][CH2:5][C:6](=[O:7])[O:8][CH3:9])[N:10]1[C:11](=[O:29])[c:12]2[cH:13][cH:14][cH:15][c:16]([O:19][CH2:20][c:21]3[cH:22][cH:23][c:24]([CH2:27][Br:28])[cH:25][cH:26]3)[c:17]2[CH2:18]1)=[O:30].[OH2:39]>>[NH2:1][C:2]([CH:3]([CH2:4][CH2:5][C:6](=[O:7])[O:8][CH3:9])[N:10]1[C:11](=[O:29])[c:12]2[cH:13][cH:14][cH:15][c:16]([O:19][CH2:20][c:21]3[cH:22][cH:23][c:24]([CH2:27][NH:35][C:32]([CH3:31])([CH3:33])[CH3:34])[cH:25][cH:26]3)[c:17]2[CH2:18]1)=[O:30]. Reactants: N1C(=CC=C1)C=O (2-pyrrolecarboxaldehyde), C(#C)[Mg]Cl (ethynylmagnesium chloride). Run in C1CCOC1 (THF). The product is OC(C#C)C=1NC=CC1 (3-Hydroxy-3-(1H-pyrrol-2-yl)-1-propyne). Reaction SMILES: [NH:1]1[CH:5]=[CH:4][CH:3]=[C:2]1[CH:6]=[O:7].[C:8]([Mg]Cl)#[CH:9]>C1COCC1>[OH:7][CH:6]([C:2]1[NH:1][CH:5]=[CH:4][CH:3]=1)[C:8]#[CH:9]. Reported procedure: 3-Hydroxy-3-(1H-pyrrol-2-yl)-1-propyne was prepared by Method B above using 2-pyrrolecarboxaldehyde (0.389 g, 4 mmol) (Aldrich) in THF (30 mL) and ethynylmagnesium chloride (20 mmol, 40 mL, 0.5M solution in tetrahydrofuran) (Aldrich). (Yield 345 mg, 82%). Yields the product COC(OC)c1cnc(-c2cc3nccc(Oc4ccc([N+](=O)[O-])cc4F)c3s2)n1C. RXN SMILES: [CH3:53][OH:54].[Na+:52].[O-:48][C:49]([OH:50])=[O:51].[O:1]1[CH:2]([c:7]2[cH:8][n:9][c:10](-[c:13]3[cH:14][c:15]4[n:16][cH:17][cH:18][c:19]([O:22][c:23]5[c:24]([F:32])[cH:25][c:26]([N+:29](=[O:30])[O-:31])[cH:27][cH:28]5)[c:20]4[s:21]3)[n:11]2[CH3:12])[O:3][CH2:4][CH2:5][CH2:6]1.[O:33]=[S:34](=[O:35])([OH:36])[CH2:37][C:38]12[CH2:39][CH2:40][CH:41]([C:42]1([CH3:43])[CH3:44])[CH2:45][C:46]2=[O:47]>>[O:1]([CH:2]([O:3][CH3:4])[c:7]1[cH:8][n:9][c:10](-[c:13]2[cH:14][c:15]3[n:16][cH:17][cH:18][c:19]([O:22][c:23]4[c:24]([F:32])[cH:25][c:26]([N+:29](=[O:30])[O-:31])[cH:27][cH:28]4)[c:20]3[s:21]2)[n:11]1[CH3:12])[CH3:6]. Reactants: CO, [Na+], O=C([O-])O, Cn1c(C2OCCCO2)cnc1-c1cc2nccc(Oc3ccc([N+](=O)[O-])cc3F)c2s1, CC1(C)C2CCC1(CS(=O)(=O)O)C(=O)C2. Reactants: COCC1CCC(c2ccccc2OC)N1C(=O)OCc1ccccc1, CO. Yields the product COCC1CCC(c2ccccc2OC)N1. Reaction SMILES: [CH3:1][O:2][CH2:3][CH:4]1[N:5]([C:17]([O:18][CH2:19][c:20]2[cH:21][cH:22][cH:23][cH:24][cH:25]2)=[O:26])[CH:6]([c:9]2[c:10]([O:15][CH3:16])[cH:11][cH:12][cH:13][cH:14]2)[CH2:7][CH2:8]1.[CH3:27][OH:28]>>[CH3:1][O:2][CH2:3][CH:4]1[NH:5][CH:6]([c:9]2[c:10]([O:15][CH3:16])[cH:11][cH:12][cH:13][cH:14]2)[CH2:7][CH2:8]1. RXN SMILES: [CH3:1][C:2]1([CH3:12])[CH:3]([C:9](=[O:10])[Cl:11])[CH:4]1[CH:5]=[C:6]([Cl:7])[Cl:8].[Cl:13][c:14]1[cH:15][cH:16][c:17]([O:18][c:19]2[cH:20][c:21]([CH:22]([C:23]#[CH:24])[OH:25])[cH:26][cH:27][cH:28]2)[cH:29][cH:30]1.[OH2:43].[cH:31]1[cH:32][cH:33][n:34][cH:35][cH:36]1.[cH:37]1[cH:38][cH:39][cH:40][cH:41][cH:42]1>>[CH3:1][C:2]1([CH3:12])[CH:3]([C:9](=[O:10])[O:25][CH:22]([c:21]2[cH:20][c:19]([O:18][c:17]3[cH:16][cH:15][c:14]([Cl:13])[cH:30][cH:29]3)[cH:28][cH:27][cH:26]2)[C:23]#[CH:24])[CH:4]1[CH:5]=[C:6]([Cl:7])[Cl:8]. Product: C#CC(OC(=O)C1C(C=C(Cl)Cl)C1(C)C)c1cccc(Oc2ccc(Cl)cc2)c1. Starting materials: CC1(C)C(C=C(Cl)Cl)C1C(=O)Cl, C#CC(O)c1cccc(Oc2ccc(Cl)cc2)c1, O, c1ccncc1, c1ccccc1. Starting materials: C=CCN=C=S, CC#N, C#CCNc1nc(Nc2ccc(N)cc2)ncc1Br. Product: C#CCNc1nc(Nc2ccc(NC(=S)NCC=C)cc2)ncc1Br. As a reaction SMILES: [CH2:20]([CH:21]=[CH2:22])[N:23]=[C:24]=[S:25].[CH3:26][C:27]#[N:28].[NH2:1][c:2]1[cH:3][cH:4][c:5]([NH:8][c:9]2[n:10][cH:11][c:12]([Br:19])[c:13]([NH:15][CH2:16][C:17]#[CH:18])[n:14]2)[cH:6][cH:7]1>>[NH:1]([c:2]1[cH:3][cH:4][c:5]([NH:8][c:9]2[n:10][cH:11][c:12]([Br:19])[c:13]([NH:15][CH2:16][C:17]#[CH:18])[n:14]2)[cH:6][cH:7]1)[C:24]([NH:23][CH2:20][CH:21]=[CH2:22])=[S:25]. Starting materials: Cl.N(C1=CC=CC=C1)C1=CC(=NC2=CC=C3C(=C12)NC=N3)C (9-Anilino-7-methyl-1H-imidazo[4,5-f]quinoline Hydrochloride), tan product, NC=1C=CC(=NC1)OC (5-amino-2-methoxypyridine), [NH4+].[OH-] (NH4OH). Run in CN(C=O)C (dimethylformamide). Conditions: time 8 hour. Yields the product COC1=CC=C(C=N1)NC1=CC(=NC2=CC=C3C(=C12)NC=N3)C (9-[(6-Methoxy-3-pyridyl)amino]-7-methyl-1H-imidazo[4,5-f] quinoline). RXN SMILES: Cl.[NH:2]([C:9]1[C:18]2[C:13](=[CH:14][CH:15]=[C:16]3[N:21]=[CH:20][NH:19][C:17]3=2)[N:12]=[C:11]([CH3:22])[CH:10]=1)C1C=CC=CC=1.N[C:24]1[CH:25]=[CH:26][C:27]([O:30][CH3:31])=[N:28][CH:29]=1.[NH4+].[OH-]>CN(C)C=O>[CH3:31][O:30][C:27]1[N:28]=[CH:29][C:24]([NH:2][C:9]2[C:18]3[C:13](=[CH:14][CH:15]=[C:16]4[N:21]=[CH:20][NH:19][C:17]4=3)[N:12]=[C:11]([CH3:22])[CH:10]=2)=[CH:25][CH:26]=1 |f:0.1,3.4|. Procedure details: A stirred mixture of the compound of Example I, C. (22 g. 0.1 mole) and 5-amino-2-methoxypyridine (12 g., 0.1 mole) in 200 ml. of dimethylformamide, was refluxed for 6 hours. The reaction mixture, after standing at room temperature overnight, was filtered to give a tan solid. The solid was treated with dilute NH4OH and then filtered to yield 30 g. (98%) of tan product.